Dataset: the Open Reaction Database (ORD), a public repository of structured organic reaction records. Task: describe an organic reaction: reactants, conditions, products, and yield Starting materials: [N+](=O)([O-])C1=CC=C(OCC(COC2=CC=C(C=C2)[N+](=O)[O-])O)C=C1 (1,3-bis(4-nitrophenoxy)-2-propanol), C(=O)(OCC)C1=CNC2=CC=C(C=C2C1=O)OCC(COC=1C=C2C(C(=CNC2=CC1)C(=O)OCC)=O)O (1,3-bis(3-carbethoxy-1,4-dihydro-4-oxo-6-quinolyloxy)-2-propanol), C(C)OC=C(C(=O)O)C(=O)O (ethoxymethylenemalonic acid), NC1=CC=C(OCC(COC2=CC=C(C=C2)N)O)C=C1 (1,3-bis-(4-aminophenoxy)-2-propanol), diethyl ester, [OH-].[Na+] (NaOH). The reagents and catalysts are [Pd].[C] (Pd carbon). The solvent is O (water), CO (methanol). Run at time 30 minute. Yields the product C(=O)(O)C1=CNC2=CC=C(C=C2C1=O)OCC(COC=1C=C2C(C(=CNC2=CC1)C(=O)O)=O)O (1,3-Bis(3-carboxy-1,4-dihydro-4-oxo-6-quinolyloxy)-2-propanol). As a reaction SMILES: [N+](C1C=CC(OCC(O)COC2C=CC([N+]([O-])=O)=CC=2)=CC=1)([O-])=O.NC1C=CC(OCC(O)COC2C=CC(N)=CC=2)=CC=1.C(OC=C(C(O)=O)C(O)=O)C.[C:56]([C:61]1[C:70](=[O:71])[C:69]2[C:64](=[CH:65][CH:66]=[C:67]([O:72][CH2:73][CH:74]([OH:93])[CH2:75][O:76][C:77]3[CH:78]=[C:79]4[C:84](=[CH:85][CH:86]=3)[NH:83][CH:82]=[C:81]([C:87]([O:89]CC)=[O:88])[C:80]4=[O:92])[CH:68]=2)[NH:63][CH:62]=1)([O:58]CC)=[O:57].[OH-].[Na+]>CO.[Pd].[C].O>[C:87]([C:81]1[C:80](=[O:92])[C:79]2[C:84](=[CH:85][CH:86]=[C:77]([O:76][CH2:75][CH:74]([OH:93])[CH2:73][O:72][C:67]3[CH:68]=[C:69]4[C:64](=[CH:65][CH:66]=3)[NH:63][CH:62]=[C:61]([C:56]([OH:58])=[O:57])[C:70]4=[O:71])[CH:78]=2)[NH:83][CH:82]=1)([OH:89])=[O:88] |f:4.5,7.8|. Procedure details: 10 g. (30 mmol) of 1,3-bis(4-nitrophenoxy)-2-propanol is hydrogenated in methanol in the presence of 1.6 g. of Pd-carbon (10%). The catalyst is filtered off, and the filtrate is evaporated, leaving 13 g. of crude, oily 1,3-bis-(4-aminophenoxy)-2-propanol. This product is heated with 100 ml. of the diethyl ester of ethoxymethylenemalonic acid for 3 hours to 100°, then for 1 hour to 100° in a water jet pump vacuum. The excess diethyl ester of ethoxymethylenemalonic acid is distilled off under vacu...